This data is from the Open Reaction Database (ORD), a public repository of structured organic reaction records. The task is: describe an organic reaction: reactants, conditions, products, and yield Starting materials: CCOC(=O)Cc1cccc(Oc2ccc(B3OC(C)(C)C(C)(C)O3)cc2CN2C(=O)OC(c3ccccc3)C2C)c1, Nc1ccc(Cl)nc1. Yields the product CCOC(=O)Cc1cccc(Oc2ccc(-c3ccc(N)cn3)cc2CN2C(=O)OC(c3ccccc3)C2C)c1. As a reaction SMILES: [CH2:1]([CH3:2])[O:3][C:4]([CH2:5][c:6]1[cH:7][c:8]([O:12][c:13]2[c:14]([CH2:28][N:29]3[C:30](=[O:41])[O:31][CH:32]([c:35]4[cH:36][cH:37][cH:38][cH:39][cH:40]4)[CH:33]3[CH3:34])[cH:15][c:16]([B:19]3[O:20][C:21]([CH3:22])([CH3:23])[C:24]([CH3:25])([CH3:26])[O:27]3)[cH:17][cH:18]2)[cH:9][cH:10][cH:11]1)=[O:42].[NH2:43][c:44]1[cH:45][cH:46][c:47]([Cl:50])[n:48][cH:49]1>>[CH2:1]([CH3:2])[O:3][C:4]([CH2:5][c:6]1[cH:7][c:8]([O:12][c:13]2[c:14]([CH2:28][N:29]3[C:30](=[O:41])[O:31][CH:32]([c:35]4[cH:36][cH:37][cH:38][cH:39][cH:40]4)[CH:33]3[CH3:34])[cH:15][c:16](-[c:47]3[cH:46][cH:45][c:44]([NH2:43])[cH:49][n:48]3)[cH:17][cH:18]2)[cH:9][cH:10][cH:11]1)=[O:42]. The reactants are BrB(Br)Br, COc1cccc(Cc2nc3n(-c4c(Cl)cc(Cl)cc4Cl)[nH]c(C(C)C)c-3c(=O)n2)c1, ClCCl. The product is CC(C)c1[nH]n(-c2c(Cl)cc(Cl)cc2Cl)c2nc(Cc3cccc(O)c3)nc(=O)c1-2. RXN SMILES: [B:32]([Br:33])([Br:34])[Br:35].[Cl:1][c:2]1[c:3](-[n:10]2[nH:11][c:12]([CH:29]([CH3:30])[CH3:31])[c:13]3[c:18](=[O:19])[n:17][c:16]([CH2:20][c:21]4[cH:22][c:23]([O:27][CH3:28])[cH:24][cH:25][cH:26]4)[n:15][c:14]2-3)[c:4]([Cl:9])[cH:5][c:6]([Cl:8])[cH:7]1.[Cl:36][CH2:37][Cl:38]>>[Cl:1][c:2]1[c:3](-[n:10]2[nH:11][c:12]([CH:29]([CH3:30])[CH3:31])[c:13]3[c:18](=[O:19])[n:17][c:16]([CH2:20][c:21]4[cH:22][c:23]([OH:27])[cH:24][cH:25][cH:26]4)[n:15][c:14]2-3)[c:4]([Cl:9])[cH:5][c:6]([Cl:8])[cH:7]1.